Dataset: the Open Reaction Database (ORD), a public repository of structured organic reaction records. Task: describe an organic reaction: reactants, conditions, products, and yield Starting materials: Cl (HCl), B.CSC (borane dimethylsulfide), C1(CCCCC1)C=1C2=C(N(C1C1=C(C=CC=C1)C=O)CC(=O)OC)C=C(S2)C(=O)OC(C)(C)C (tert-butyl 6-cyclohexyl-5-(2-formylphenyl)-4-(2-methoxy-2-oxoethyl)-4H-thieno[3,2-b]pyrrole-2-carboxylate), CN (methylamine), [BH4-].[Na+] (Sodium borohydride), compound. Run in CO (methanol), CO (methanol), CCOC(=O)C (EtOAc), C1CCOC1 (THF). Conditions: time 8 hour. Yields the product C1(CCCCC1)C=1C2=C(N3C1C1=C(CN(CC3)C)C=CC=C1)C=C(S2)C(=O)O (13-cyclohexyl-6-methyl-5,6,7,8-tetrahydrothieno[2′,3′:4,5]pyrrolo[2,1-a][2,5]benzodiazocine-11-carboxylic acid), powder. Isolated yield 39.0%. RXN SMILES: [CH:1]1([C:7]2[C:8]3[S:27][C:26]([C:28]([O:30]C(C)(C)C)=[O:29])=[CH:25][C:9]=3[N:10]([CH2:20][C:21](OC)=O)[C:11]=2[C:12]2[CH:17]=[CH:16][CH:15]=[CH:14][C:13]=2[CH:18]=O)[CH2:6][CH2:5][CH2:4][CH2:3][CH2:2]1.[CH3:35][NH2:36].[BH4-].[Na+].B.CSC.Cl>CO.CCOC(C)=O.C1COCC1>[CH:1]1([C:7]2[C:8]3[S:27][C:26]([C:28]([OH:30])=[O:29])=[CH:25][C:9]=3[N:10]3[CH2:20][CH2:21][N:36]([CH3:35])[CH2:18][C:13]4[CH:14]=[CH:15][CH:16]=[CH:17][C:12]=4[C:11]=23)[CH2:6][CH2:5][CH2:4][CH2:3][CH2:2]1 |f:2.3,4.5|. Reported procedure: A solution of tert-butyl 6-cyclohexyl-5-(2-formylphenyl)-4-(2-methoxy-2-oxoethyl)-4H-thieno[3,2-b]pyrrole-2-carboxylate (1 eq., prepared as described in Example 1, Step 4) in dry methanol (0.05 M) was treated with methylamine (1.5 eq., 2 M solution in THF) at RT for 1 h. Sodium borohydride (2 eq.) was then added and the mixture stirred overnight at RT. The residue was diluted with EtOAc and washed with a saturated NaHCO3 solution and with brine, then dried over sodium sulfate and evaporated in v... Starting materials: C(C(=O)Cl)(=O)Cl (Oxalyl chloride), FC=1C=CC=2N(C1)C(=CN2)C(=O)O (6-fluoroimidazo[1,2-a]pyridine-3-carboxylic acid), NC=1C=C(C#N)C=CC1C (3-amino-4-methylbenzonitrile), CCN(C(C)C)C(C)C (DIEA). Run in ClCCl (dichloromethane), CN(C)C=O (DMF), ClCCCl (DCE). Conditions: temperature 60 celsius, time 5 hour. Product: C(#N)C=1C=CC(=C(C1)NC(=O)C1=CN=C2N1C=C(C=C2)F)C (N-(5-cyano-2-methylphenyl)-6-fluoroimidazo[1,2-a]pyridine-3-carboxamide). Reaction SMILES: C(Cl)(=O)C(Cl)=O.[F:7][C:8]1[CH:9]=[CH:10][C:11]2[N:12]([C:14]([C:17]([OH:19])=O)=[CH:15][N:16]=2)[CH:13]=1.[NH2:20][C:21]1[CH:22]=[C:23]([CH:26]=[CH:27][C:28]=1[CH3:29])[C:24]#[N:25].CCN(C(C)C)C(C)C>ClCCl.ClCCCl.CN(C=O)C>[C:24]([C:23]1[CH:26]=[CH:27][C:28]([CH3:29])=[C:21]([NH:20][C:17]([C:14]2[N:12]3[CH:13]=[C:8]([F:7])[CH:9]=[CH:10][C:11]3=[N:16][CH:15]=2)=[O:19])[CH:22]=1)#[N:25]. Procedure: Oxalyl chloride (10 mL, 110 mmol) was added dropwise to a stirred suspension of 6-fluoroimidazo[1,2-a]pyridine-3-carboxylic acid (24b) (2 g, 11 mmol) and catalytic amounts of DMF in dichloromethane (20 mL). After 5 hours, the solvent was evaporated and the solid was suspended in dry DCE (20 mL) and added to a stirred solution of 3-amino-4-methylbenzonitrile (1.45 g, 11 mmol) and DIEA (6 mmol) in DCE (10 mL) at 0° C. After the addition, the reaction was heated at 60° C. for 5 hours. The mixture w... Starting materials: [OH-].[Li+] (lithium hydroxide), C(C)O (ethanol), COC=1C=CC(=C2CCC(N(C12)CC1=CC=C(C=C1)C(=O)OC)=O)CC1C(NC(S1)=O)=O (5-[8-methoxy-1-(4-methoxycarbonylbenzyl)-2-oxo-1,2,3,4-tetrahydroquinolin-5-ylmethyl]thiazolidine-2,4-dione). The solvent is C1CCOC1 (THF). Conditions: time 8 hour. Product: COC=1C=CC(=C2CCC(N(C12)CC1=CC=C(C=C1)C(=O)O)=O)CC1C(NC(S1)=O)=O (5-[8-methoxy-1-(4-carboxybenzyl)-2-oxo-1,2,3,4-tetrahydroquinolin-5-ylmethyl]thiazolidine-2,4-dione). Yield: 96.7%. Reaction SMILES: [OH-].[Li+].C(O)C.[CH3:6][O:7][C:8]1[CH:9]=[CH:10][C:11]([CH2:30][CH:31]2[S:35][C:34](=[O:36])[NH:33][C:32]2=[O:37])=[C:12]2[C:17]=1[N:16]([CH2:18][C:19]1[CH:24]=[CH:23][C:22]([C:25]([O:27]C)=[O:26])=[CH:21][CH:20]=1)[C:15](=[O:29])[CH2:14][CH2:13]2>C1COCC1>[CH3:6][O:7][C:8]1[CH:9]=[CH:10][C:11]([CH2:30][CH:31]2[S:35][C:34](=[O:36])[NH:33][C:32]2=[O:37])=[C:12]2[C:17]=1[N:16]([CH2:18][C:19]1[CH:20]=[CH:21][C:22]([C:25]([OH:27])=[O:26])=[CH:23][CH:24]=1)[C:15](=[O:29])[CH2:14][CH2:13]2 |f:0.1|. Procedure: 35 ml of an aqueous 1 N-lithium hydroxide solution was added to a mixed ethanol (200 ml) and THF (200 ml) solution of 4.0 g of 5-[8-methoxy-1-(4-methoxycarbonylbenzyl)-2-oxo-1,2,3,4-tetrahydroquinolin-5-ylmethyl]thiazolidine-2,4-dione, followed by stirring at room temperature overnight. The solvent was distilled off under reduced pressure, hydrochloric acid was added to the residue, and the insoluble matter thus formed was collected by filtration. The collected insoluble matter was purified by s... Starting materials: OC=1C=C(C=O)C=C(C1)O (3,5-dihydroxybenzaldehyde), C([O-])([O-])=O.[Na+].[Na+] (sodium carbonate), FC(S(=O)(=O)OS(=O)(=O)C(F)(F)F)(F)F (trifluoromethanesulfonic anhydride), C1(=CC=CC=C1)B(O)O (phenylboronic acid). Reagents/catalysts: Cl[Pd]([P](C1=CC=CC=C1)(C2=CC=CC=C2)C3=CC=CC=C3)([P](C4=CC=CC=C4)(C5=CC=CC=C5)C6=CC=CC=C6)Cl (dichlorobis(triphenylphosphine)-palladium (II)). Run in C(Cl)Cl (methylene chloride), N1=CC=CC=C1 (pyridine), N1=CC=CC=C1 (pyridine), O (water), COCCOC (DME). Product: OC=1C=C(C=C(C1)C1=CC=CC=C1)C=O (5-Hydroxy-biphenyl-3-carbaldehyde). Reaction SMILES: O[C:2]1[CH:3]=[C:4]([CH:7]=[C:8]([OH:10])[CH:9]=1)[CH:5]=[O:6].FC(F)(F)S(OS(C(F)(F)F)(=O)=O)(=O)=O.[C:26]1(B(O)O)[CH:31]=[CH:30][CH:29]=[CH:28][CH:27]=1.C(=O)([O-])[O-].[Na+].[Na+]>C(Cl)Cl.COCCOC.O.Cl[Pd](Cl)([P](C1C=CC=CC=1)(C1C=CC=CC=1)C1C=CC=CC=1)[P](C1C=CC=CC=1)(C1C=CC=CC=1)C1C=CC=CC=1.N1C=CC=CC=1>[OH:10][C:8]1[CH:7]=[C:4]([CH:5]=[O:6])[CH:3]=[C:2]([C:26]2[CH:31]=[CH:30][CH:29]=[CH:28][CH:27]=2)[CH:9]=1 |f:3.4.5,^1:53,72|. Procedure: A solution of 3,5-dihydroxybenzaldehyde (14.4 mmol) and pyridine (114 mmol) in methylene chloride (20 ml) was slowly added trifluoromethanesulfonic anhydride (36.2 mmol) keeping the temperature below 5° C. After 10 min the mixture was washed with water and the organic phase was concentrated under reduced pressure. The crude brown crystals (6.4 g—product and pyridine −1:1), phenylboronic acid (13.2 mmol), sodium carbonate (39.6 mmol) and dichlorobis(triphenylphosphine)-palladium (II). (3 mol %) w... Reactants: Brc1cccc2c3c([nH]c12)C1CCN(CC1)C3, CC(C)(C)[PH]([Pd][PH](C(C)(C)C)(C(C)(C)C)C(C)(C)C)(C(C)(C)C)C(C)(C)C, C1COCCO1, CC(C)(C)[O-], C=Cc1cccnc1, [Mg+2], [Na+], O=S(=O)([O-])[O-]. The product is C(=Cc1cccc2c3c([nH]c12)C1CCN(CC1)C3)c1cccnc1. RXN SMILES: [Br:15][c:16]1[cH:17][cH:18][cH:19][c:20]2[c:21]3[c:22]([nH:23][c:24]12)[CH:25]1[CH2:26][CH2:27][N:28]([CH2:29]3)[CH2:30][CH2:31]1.[C:38]([PH:39]([Pd:40][PH:41]([C:42]([CH3:43])([CH3:44])[CH3:45])([C:46]([CH3:47])([CH3:48])[CH3:49])[C:50]([CH3:51])([CH3:52])[CH3:53])([C:54]([CH3:55])([CH3:56])[CH3:57])[C:58]([CH3:59])([CH3:60])[CH3:61])([CH3:62])([CH3:63])[CH3:64].[CH2:65]1[O:66][CH2:67][CH2:68][O:69][CH2:70]1.[CH3:9][C:10]([CH3:11])([O-:12])[CH3:13].[CH:1](=[CH2:2])[c:3]1[cH:4][n:5][cH:6][cH:7][cH:8]1.[Mg+2:32].[Na+:14].[O-:33][S:34](=[O:35])(=[O:36])[O-:37]>>[CH:1](=[CH:2][c:16]1[cH:17][cH:18][cH:19][c:20]2[c:21]3[c:22]([nH:23][c:24]12)[CH:25]1[CH2:26][CH2:27][N:28]([CH2:29]3)[CH2:30][CH2:31]1)[c:3]1[cH:4][n:5][cH:6][cH:7][cH:8]1.